This data is from the Open Reaction Database (ORD), a public repository of structured organic reaction records. The task is: describe an organic reaction: reactants, conditions, products, and yield Starting materials: CS(=O)(=O)Cl, OCCOCCc1ccccc1, c1ccncc1. Product: CS(=O)(=O)OCCOCCc1ccccc1. RXN SMILES: [CH3:13][S:14]([Cl:15])(=[O:16])=[O:17].[c:1]1([CH2:7][CH2:8][O:9][CH2:10][CH2:11][OH:12])[cH:2][cH:3][cH:4][cH:5][cH:6]1.[cH:18]1[cH:19][cH:20][n:21][cH:22][cH:23]1>>[c:1]1([CH2:7][CH2:8][O:9][CH2:10][CH2:11][O:12][S:14]([CH3:13])(=[O:16])=[O:17])[cH:2][cH:3][cH:4][cH:5][cH:6]1. Reactants: CC(C)=C1C=CC2=CC=CC=C12 (1-(1-methylethylidene)-1H-indene), CC=1SC=C(N1)C (2,4-dimethyl-1,3-thiazole), C(CCC)[Li] (n-butyl-lithium), CCCCCC (hexane), [Cl-].[NH4+] (ammonium chloride). Solvent: O1CCCC1 (tetrahydrofuran), O1CCCC1 (tetrahydrofuran). Run at temperature -78 celsius, time 14 hour. The product is C1C=C(C2=CC=CC=C12)C(CC=1SC=C(N1)C)(C)C (2-[2-(1H-inden-3-yl)-2-methylpropyl]-4-methyl-1,3-thiazole). RXN SMILES: [CH3:1][C:2]1[S:3][CH:4]=[C:5]([CH3:7])[N:6]=1.C([Li])CCC.CCCCCC.[CH3:19][C:20](=[C:22]1[C:30]2[C:25](=[CH:26][CH:27]=[CH:28][CH:29]=2)[CH:24]=[CH:23]1)[CH3:21].[Cl-].[NH4+]>O1CCCC1>[CH2:24]1[C:25]2[C:30](=[CH:29][CH:28]=[CH:27][CH:26]=2)[C:22]([C:20]([CH3:21])([CH3:19])[CH2:1][C:2]2[S:3][CH:4]=[C:5]([CH3:7])[N:6]=2)=[CH:23]1 |f:4.5|. Reported procedure: A solution of 2,4-dimethyl-1,3-thiazole (3.2 g, 28.1 mmol) in 20 ml of tetrahydrofuran was cooled to −78° C. and 15% n-butyl-lithium in hexane (17.5 ml, 28 mmol) was added during 15 min with stirring. The resulting yellow suspension was stirred for 20 min and then a solution of 1-(1-methylethylidene)-1H-indene (4.6 g, 29 mmol) in 5 ml of tetrahydrofuran added with vigorous stirring while the temperature was maintained at −78° C. The reaction mixture was allowed to reach room temperature and for ... Reactants: C1(=CC=CC=C1)CC(=O)Cl (phenylacetyl chloride), C1(CC1)CC1(C(C(=CC=C1)Cl)CC(N)=NO)Cl (0-cyclopropylmethyl (2,6-dichlorophenyl)acetamidoxime), C1(=CC=CC=C1)C (toluene), C(O)([O-])=O.[Na+] (sodium hydrogen carbonate). Conditions: temperature 100 celsius. The product is C1(CC1)CC1=C(C=CC=C1)CC(=O)NC(CC1=C(C=CC=C1Cl)Cl)=NO (0-cyclopropylmethyl N-phenylacetyl-(2,6-dichlorophenyl)-acetamidoxime). As a reaction SMILES: C1(C[C:5]2([Cl:17])[CH:10]=[CH:9][CH:8]=[C:7]([Cl:11])[CH:6]2[CH2:12][C:13](=[N:15][OH:16])[NH2:14])CC1.[C:18]1([CH2:24][C:25](Cl)=[O:26])[CH:23]=[CH:22][CH:21]=[CH:20][CH:19]=1.C(=O)([O-])O.[Na+].[C:33]1([CH3:39])[CH:38]=[CH:37]C=CC=1>>[CH:38]1([CH2:37][C:19]2[CH:20]=[CH:21][CH:22]=[CH:23][C:18]=2[CH2:24][C:25]([NH:14][C:13](=[N:15][OH:16])[CH2:12][C:6]2[C:7]([Cl:11])=[CH:8][CH:9]=[CH:10][C:5]=2[Cl:17])=[O:26])[CH2:33][CH2:39]1 |f:2.3|. Procedure: 5.0 g (18 mmol) of 0-cyclopropylmethyl (2,6-dichlorophenyl)acetamidoxime in 40 ml of toluene were heated to 85° C and admixed with 3.9 g (25 mmol) of phenylacetyl chloride. The mixture was heated at 100° C. for 5 h, cooled, poured into aqueous sodium hydrogen carbonate solution (pH 7) and extracted three times with toluene. The combined extracts were washed with water, dried over sodium sulfate and concentrated under reduced pressure. The crude product (5.6 g) was purified by silica gel chromato...